This data is from the Open Reaction Database (ORD), a public repository of structured organic reaction records. The task is: describe an organic reaction: reactants, conditions, products, and yield The reactants are CCOC(=O)c1cc(C23CC4CC(CC(C4)C2)C3)n[nH]1, C1CCOC1, Cl, [Na+], [OH-]. Yields the product O=C(O)c1cc(C23CC4CC(CC(C4)C2)C3)n[nH]1. RXN SMILES: [CH2:1]([CH3:2])[O:3][C:4](=[O:5])[c:6]1[nH:7][n:8][c:9]([C:11]23[CH2:12][CH:13]4[CH2:14][CH:15]([CH2:16][CH:17]([CH2:18]2)[CH2:19]4)[CH2:20]3)[cH:10]1.[CH2:24]1[O:25][CH2:26][CH2:27][CH2:28]1.[ClH:23].[Na+:22].[OH-:21]>>[O:3]=[C:4]([OH:5])[c:6]1[nH:7][n:8][c:9]([C:11]23[CH2:12][CH:13]4[CH2:14][CH:15]([CH2:16][CH:17]([CH2:18]2)[CH2:19]4)[CH2:20]3)[cH:10]1. Reactants: C1COCCO1, NCc1ccc(SC2CCCCC2)cc1, O=C(N1CCc2ccc(Cl)c(OS(=O)(=O)C(F)(F)F)c2CC1)C(F)(F)F. Yields the product O=C(N1CCc2ccc(Cl)c(NCc3ccc(SC4CCCCC4)cc3)c2CC1)C(F)(F)F. As a reaction SMILES: [CH2:42]1[O:43][CH2:44][CH2:45][O:46][CH2:47]1.[CH:27]1([S:33][c:34]2[cH:35][cH:36][c:37]([CH2:38][NH2:39])[cH:40][cH:41]2)[CH2:28][CH2:29][CH2:30][CH2:31][CH2:32]1.[Cl:1][c:2]1[c:3]([O:19][S:20]([C:21]([F:22])([F:23])[F:24])(=[O:25])=[O:26])[c:4]2[c:5]([cH:17][cH:18]1)[CH2:6][CH2:7][N:8]([C:11]([C:12]([F:13])([F:14])[F:15])=[O:16])[CH2:9][CH2:10]2>>[Cl:1][c:2]1[c:3]([NH:39][CH2:38][c:37]2[cH:36][cH:35][c:34]([S:33][CH:27]3[CH2:28][CH2:29][CH2:30][CH2:31][CH2:32]3)[cH:41][cH:40]2)[c:4]2[c:5]([cH:17][cH:18]1)[CH2:6][CH2:7][N:8]([C:11]([C:12]([F:13])([F:14])[F:15])=[O:16])[CH2:9][CH2:10]2. The reactants are C1CCOC1, CCOC(C)=O, Nc1ccc(O)cc1[N+](=O)[O-], CCOC(=O)N=NC(=O)OCC, OCc1ccccc1, c1ccc(P(c2ccccc2)c2ccccc2)cc1. Product: Nc1ccc(OCc2ccccc2)cc1[N+](=O)[O-]. RXN SMILES: [CH2:57]1[O:58][CH2:59][CH2:60][CH2:61]1.[CH3:51][CH2:52][O:53][C:54](=[O:55])[CH3:56].[NH2:13][c:14]1[c:15]([N+:21](=[O:22])[O-:23])[cH:16][c:17]([OH:20])[cH:18][cH:19]1.[O:1]=[C:2]([O:3][CH2:4][CH3:5])[N:6]=[N:7][C:8]([O:9][CH2:10][CH3:11])=[O:12].[OH:24][CH2:25][c:26]1[cH:27][cH:28][cH:29][cH:30][cH:31]1.[c:32]1([P:33]([c:34]2[cH:35][cH:36][cH:37][cH:38][cH:39]2)[c:40]2[cH:41][cH:42][cH:43][cH:44][cH:45]2)[cH:46][cH:47][cH:48][cH:49][cH:50]1>>[NH2:13][c:14]1[c:15]([N+:21](=[O:22])[O-:23])[cH:16][c:17]([O:20][CH2:25][c:26]2[cH:27][cH:28][cH:29][cH:30][cH:31]2)[cH:18][cH:19]1. Starting materials: CC(C)O (Propan-2-ol), C(CC)C(C(=O)OCCCO)CCC (3-hydroxypropyl 2-propylpentanoate), solution, CC(=O)C.OS(=O)(=O)O.O=[Cr](=O)=O (Jones Reagent), crude product. Reagents/catalysts: [O-2].[O-2].[O-2].[Cr+6] (chromium trioxide). The solvent is S(O)(O)(=O)=O (sulfuric acid), O (water), CC(=O)C (acetone). The product is C(CC)C(C(=O)OCCC(=O)O)CCC (3-(2-propylpentanoyloxy)propanoic acid). RXN SMILES: [CH2:1]([CH:4]([CH2:12][CH2:13][CH3:14])[C:5]([O:7][CH2:8][CH2:9][CH2:10][OH:11])=[O:6])[CH2:2][CH3:3].CC(C)=[O:17].OS(O)(=O)=O.O=[Cr](=O)=O.CC(O)C>CC(C)=O.S(=O)(=O)(O)O.O.[O-2].[O-2].[O-2].[Cr+6]>[CH2:12]([CH:4]([CH2:1][CH2:2][CH3:3])[C:5]([O:7][CH2:8][CH2:9][C:10]([OH:17])=[O:11])=[O:6])[CH2:13][CH3:14] |f:1.2.3,8.9.10.11|. Procedure details: 3-hydroxypropyl 2-propylpentanoate (2.08 g, 10.3 mmol) was dissolved in 120 ml of acetone. 3.1 ml of a solution of Jones Reagent (prepared by dissolving 26.72 g of chromium trioxide in 23 ml of concentrated sulfuric acid, and then diluting the mixture to 100 ml with water) was added. Propan-2-ol (5 ml) was added to the reaction mixture which was filtered through a pad of celite. The filtrate was washed with 0.01 M HCl solution (3×50 ml), dried over sodium sulfate, filtered and concentrated under... Starting materials: Br (hydrobromic acid), COC1=CC=C(CC=2C(NC(NC2)=S)=O)C=C1 (5-(4-Methoxybenzyl)-2-thiouracil), CI (methyl iodide). Solvent: C(C)(=O)O (acetic acid). Conditions: temperature 35 celsius. Yields the product OC1=CC=C(CC=2C(NC(=NC2)SC)=O)C=C1 (4-hydroxybenzyl-2-methylthio-4-pyrimidone). Reaction SMILES: C[O:2][C:3]1[CH:17]=[CH:16][C:6]([CH2:7][C:8]2[C:9](=[O:15])[NH:10][C:11](=[S:14])[NH:12][CH:13]=2)=[CH:5][CH:4]=1.Br.[CH3:19]I>C(O)(=O)C>[OH:2][C:3]1[CH:17]=[CH:16][C:6]([CH2:7][C:8]2[C:9](=[O:15])[NH:10][C:11]([S:14][CH3:19])=[N:12][CH:13]=2)=[CH:5][CH:4]=1. Reported procedure: 5-(4-Methoxybenzyl)-2-thiouracil (105 g) was refluxed in glacial acetic acid (800 ml) and 48% aqueous hydrobromic acid (400 ml) for 3 hrs. The solution was cooled to ca. 35° C., methyl iodide (53 ml) was added and the solution was refluxed for a further 2 hours. The mixture was evaporated to dryness in vacuo and water (500 ml) added to the residue. Sodium hydroxide was added to raise the pH to ca. 5. The solid which formed was filtered off and recrystallised from ethanol giving 4-hydroxybenzyl-2...